Dataset: the Open Reaction Database (ORD), a public repository of structured organic reaction records. Task: describe an organic reaction: reactants, conditions, products, and yield The reactants are lower alkyl ester, ClC1=CC=C(C(=O)C2=C(C=C(N2C)CC(=O)[O-])C)C=C1 (5-(p-chlorobenzoyl)-1,4-dimethylpyrrole-2-acetate), [OH-].[Na+] (NaOH). Reaction conditions: time 3 hour. Product: CC=1C=C(N(C1C(=O)C=2C=CC(=CC2)Cl)C)CC(=O)O (Zomepirac). Isolated yield 86.0%. RXN SMILES: [Cl:1][C:2]1[CH:20]=[CH:19][C:5]([C:6]([C:8]2[N:12]([CH3:13])[C:11]([CH2:14][C:15]([O-:17])=[O:16])=[CH:10][C:9]=2[CH3:18])=[O:7])=[CH:4][CH:3]=1.[OH-].[Na+]>>[CH3:18][C:9]1[CH:10]=[C:11]([CH2:14][C:15]([OH:17])=[O:16])[N:12]([CH3:13])[C:8]=1[C:6]([C:5]1[CH:4]=[CH:3][C:2]([Cl:1])=[CH:20][CH:19]=1)=[O:7] |f:1.2|. Reported procedure: About 31 grams of the lower alkyl ester form of 5-(p-chlorobenzoyl)-1,4-dimethylpyrrole-2-acetate are saponified in 225 ml. of an aqueous reaction medium containing 0.12 M.NaOH. Saponification is carried out at about 90° C. for a period of from about 2 to 4 hours. At the end of this period, the aqueous saponification medium is cooled to a temperature of 0° to 5° C. The resulting insoluble first crop of acetate salt product is removed from the aqueous mother liquor. An 86-88% yield of Zomepirac [... Reactants: CCOC(=O)c1cc2cc(Cl)cc(CN3CCOCC3)c2[nH]1, C1CCOC1, CCO, Cl, [Li+], [OH-], O, O. Yields the product O=C(O)c1cc2cc(Cl)cc(CN3CCOCC3)c2[nH]1. Reaction SMILES: [CH2:1]([CH3:2])[O:3][C:4](=[O:5])[c:6]1[nH:7][c:8]2[c:9]([CH2:16][N:17]3[CH2:18][CH2:19][O:20][CH2:21][CH2:22]3)[cH:10][c:11]([Cl:15])[cH:12][c:13]2[cH:14]1.[CH2:27]1[O:28][CH2:29][CH2:30][CH2:31]1.[CH3:32][CH2:33][OH:34].[ClH:26].[Li+:24].[OH-:23].[OH2:25].[OH2:35]>>[O:3]=[C:4]([OH:5])[c:6]1[nH:7][c:8]2[c:9]([CH2:16][N:17]3[CH2:18][CH2:19][O:20][CH2:21][CH2:22]3)[cH:10][c:11]([Cl:15])[cH:12][c:13]2[cH:14]1. The reactants are Cl (hydrochloric acid), CCCCCC.C(C)(=O)OCC (hexane ethyl acetate), [OH-].[K+] (potassium hydroxide), C(C1=CC=CC=C1)OC(=O)N1C(O[C@H]([C@@H]1CC(C)C)C=C(C(=O)OCC)CCCOC1OCCCC1)(C)C (ethyl 3-[(4S,5S)-3-benzyloxycarbonyl-2,2-dimethyl-4-isobutyloxazolidine-5-yl]-2-[3-(2-tetrahydropyranyloxy)propyl]-2-propenoate). The solvent is C(C)O (ethanol), O (water). The product is C(C1=CC=CC=C1)OC(=O)N1C(O[C@H]([C@@H]1CC(C)C)C=C(C(=O)O)CCCOC1OCCCC1)(C)C (3-[(4S,5S)-3-benzyloxycarbonyl-2,2-dimethyl-4-isobutyloxazolidine-5-yl]-2-[3-(2-tetrahydropyranyloxy)propyl]-2-propenoic acid). As a reaction SMILES: [CH2:1]([O:8][C:9]([N:11]1[C@@H:15]([CH2:16][CH:17]([CH3:19])[CH3:18])[C@H:14]([CH:20]=[C:21]([CH2:27][CH2:28][CH2:29][O:30][CH:31]2[CH2:36][CH2:35][CH2:34][CH2:33][O:32]2)[C:22]([O:24]CC)=[O:23])[O:13][C:12]1([CH3:38])[CH3:37])=[O:10])[C:2]1[CH:7]=[CH:6][CH:5]=[CH:4][CH:3]=1.CCCCCC.C(OCC)(=O)C.[OH-].[K+].Cl>C(O)C.O>[CH2:1]([O:8][C:9]([N:11]1[C@@H:15]([CH2:16][CH:17]([CH3:18])[CH3:19])[C@H:14]([CH:20]=[C:21]([CH2:27][CH2:28][CH2:29][O:30][CH:31]2[CH2:36][CH2:35][CH2:34][CH2:33][O:32]2)[C:22]([OH:24])=[O:23])[O:13][C:12]1([CH3:38])[CH3:37])=[O:10])[C:2]1[CH:7]=[CH:6][CH:5]=[CH:4][CH:3]=1 |f:1.2,3.4|. Reported procedure: 100 mg of ethyl 3-[(4S,5S)-3-benzyloxycarbonyl-2,2-dimethyl-4-isobutyloxazolidine-5-yl]-2-[3-(2-tetrahydropyranyloxy)propyl]-2-propenoate was dissolved in 0.2 ml of ethanol, and 0.5 ml of an ethanol/water (10/1) solution of 2N potassium hydroxide was added thereto under stirring. The mixture was stirred overnight at room temperature, then cooled to 0° C. and neutralized with 1N hydrochloric acid. To the mixture, 12 ml of water was added, and the mixture was extracted three times with 12 ml of et... Starting materials: CC(=O)O, Cc1cc(C#N)c([N+](=O)[O-])cc1C, [Fe]. The product is Cc1cc(N)c(C#N)cc1C. Reaction SMILES: [CH3:14][C:15](=[O:16])[OH:17].[CH3:1][c:2]1[cH:3][c:4]([N+:11]([O-:12])=[O:13])[c:5]([C:6]#[N:7])[cH:8][c:9]1[CH3:10].[Fe:18]>>[CH3:1][c:2]1[cH:3][c:4]([NH2:11])[c:5]([C:6]#[N:7])[cH:8][c:9]1[CH3:10].